This data is from the Open Reaction Database (ORD), a public repository of structured organic reaction records. The task is: describe an organic reaction: reactants, conditions, products, and yield The reactants are CC1(CC1)NC[C@H](O)C=1C=CC=2N(C1)N=NN2 ((R)-α-[[(1-methylcyclopropyl)amino]methyl]tetrazolo [1,5-a]pyridine-6-methanol), Cl[Sn]Cl (SnCl2). Solvent: CO (methanol), Cl (HCl). Product: Cl.Cl.NC1=CC=C(C=N1)[C@@H](O)CNC1(CC1)C ((R)-6-Amino-α-[[(1-methylcyclopropyl)amino]methyl]-3-pyridinemethanol dihydrochloride). Isolated yield 30.2%. As a reaction SMILES: [CH3:1][C:2]1([NH:5][CH2:6][C@@H:7]([C:9]2[CH:10]=[CH:11][C:12]3[N:13](N=N[N:17]=3)[CH:14]=2)[OH:8])[CH2:4][CH2:3]1.[Cl:18][Sn]Cl>CO.Cl>[ClH:18].[ClH:18].[NH2:17][C:12]1[N:13]=[CH:14][C:9]([C@H:7]([CH2:6][NH:5][C:2]2([CH3:1])[CH2:4][CH2:3]2)[OH:8])=[CH:10][CH:11]=1 |f:4.5.6|. Procedure details: To a solution of 319 mg (1.37 mmol) of (R)-α-[[(1-methylcyclopropyl)amino]methyl]tetrazolo [1,5-a]pyridine-6-methanol in 25 ml of methanol, 0.12 ml of 12 N HCl and 622 mg (2.75 mmol) of SnCl2 ·2H2O were added. This mixture was heated at reflux for 8 hours and then concentrated to dryness. The residue was partitioned between 80:20 methylene chloride:methanol and 5 ml of 2.5 N NaOH solution. The layers were separated and the aqueous layer repeatedly extracted with 80:20 methylene chloride:methanol... Reactants: O (water), BrCC(=O)OC (Methyl bromoacetate), FC=1C=CC(=C(OC2=C(C=CC=C2)O)C1)[N+](=O)[O-] (o-(5-fluoro-2-nitrophenoxy)phenol), C([O-])([O-])=O.[K+].[K+] (potassium carbonate). Run in CN(C=O)C (N,N-dimethylformamide). Reaction conditions: time 18 hour. Yields the product FC=1C=CC(=C(OC2=C(OCC(=O)OC)C=CC=C2)C1)[N+](=O)[O-] (Methyl [o-(5-fluoro-2-nitrophenoxy]phenoxy]acetate). Yield: 81.7%. As a reaction SMILES: Br[CH2:2][C:3]([O:5][CH3:6])=[O:4].[F:7][C:8]1[CH:9]=[CH:10][C:11]([N+:22]([O-:24])=[O:23])=[C:12]([CH:21]=1)[O:13][C:14]1[CH:19]=[CH:18][CH:17]=[CH:16][C:15]=1[OH:20].C(=O)([O-])[O-].[K+].[K+].O>CN(C)C=O>[F:7][C:8]1[CH:9]=[CH:10][C:11]([N+:22]([O-:24])=[O:23])=[C:12]([CH:21]=1)[O:13][C:14]1[CH:19]=[CH:18][CH:17]=[CH:16][C:15]=1[O:20][CH2:2][C:3]([O:5][CH3:6])=[O:4] |f:2.3.4|. Procedure: Methyl bromoacetate (36.33 g, 0.24 mol) is added to a mixture of o-(5-fluoro-2-nitrophenoxy)phenol (39.45 g, 0.16 mol) and potassium carbonate (32.75 g, 0.24 mol) in N,N-dimethylformamide. The reaction mixture is stirred at room temperature for 18 hours, poured into water and extracted with ether. The organic extract is washed with brine, dried over anhydrous sodium sulfate and concentrated in vacuo to obtain the title product as a yellow solid (42 g) which is identified by 1HNMR spectral analys... The reactants are O=C1c2ccccc2C(=O)N1CCCCBr, C1CCOC1, CCOC(C)=NO. Product: CCOC(C)=NOCCCCN1C(=O)c2ccccc2C1=O. As a reaction SMILES: [Br:1][CH2:2][CH2:3][CH2:4][CH2:5][N:6]1[C:7](=[O:16])[c:8]2[c:9]([cH:12][cH:13][cH:14][cH:15]2)[C:10]1=[O:11].[O:24]1[CH2:25][CH2:26][CH2:27][CH2:28]1.[OH:17][N:18]=[C:19]([CH3:20])[O:21][CH2:22][CH3:23]>>[CH2:2]([CH2:3][CH2:4][CH2:5][N:6]1[C:7](=[O:16])[c:8]2[c:9]([cH:12][cH:13][cH:14][cH:15]2)[C:10]1=[O:11])[O:17][N:18]=[C:19]([CH3:20])[O:21][CH2:22][CH3:23]. The reactants are OCC1=NC(=CC2=C1C(=NN2C(C2=CC=CC=C2)(C2=CC=CC=C2)C2=CC=CC=C2)OC)NC(=O)N[C@H](C)C2=CC=CC=C2 ((R)-1-(4-(hydroxymethyl)-3-methoxy-1-trityl-1H-pyrazolo[4,3-c]pyridin-6-yl)-3-(1-phenylethyl)urea), S(=O)(Cl)Cl (thionyl chloride). Solvent: C(Cl)Cl (DCM). Reaction conditions: temperature 50 celsius, time 18 hour. The product is ClCC1=NC(=CC2=C1C(=NN2C(C2=CC=CC=C2)(C2=CC=CC=C2)C2=CC=CC=C2)OC)NC(=O)N[C@H](C)C2=CC=CC=C2 ((R)-1-(4-(chloromethyl)-3-methoxy-1-trityl-1H-pyrazolo[4,3-c]pyridin-6-yl)-3-(1-phenylethyl)urea). Yield: 48.7%. RXN SMILES: O[CH2:2][C:3]1[C:8]2[C:9]([O:31][CH3:32])=[N:10][N:11]([C:12]([C:25]3[CH:30]=[CH:29][CH:28]=[CH:27][CH:26]=3)([C:19]3[CH:24]=[CH:23][CH:22]=[CH:21][CH:20]=3)[C:13]3[CH:18]=[CH:17][CH:16]=[CH:15][CH:14]=3)[C:7]=2[CH:6]=[C:5]([NH:33][C:34]([NH:36][C@@H:37]([C:39]2[CH:44]=[CH:43][CH:42]=[CH:41][CH:40]=2)[CH3:38])=[O:35])[N:4]=1.S(Cl)([Cl:47])=O>C(Cl)Cl>[Cl:47][CH2:2][C:3]1[C:8]2[C:9]([O:31][CH3:32])=[N:10][N:11]([C:12]([C:25]3[CH:30]=[CH:29][CH:28]=[CH:27][CH:26]=3)([C:19]3[CH:24]=[CH:23][CH:22]=[CH:21][CH:20]=3)[C:13]3[CH:18]=[CH:17][CH:16]=[CH:15][CH:14]=3)[C:7]=2[CH:6]=[C:5]([NH:33][C:34]([NH:36][C@@H:37]([C:39]2[CH:44]=[CH:43][CH:42]=[CH:41][CH:40]=2)[CH3:38])=[O:35])[N:4]=1. Procedure details: A solution of (R)-1-(4-(hydroxymethyl)-3-methoxy-1-trityl-1H-pyrazolo[4,3-c]pyridin-6-yl)-3-(1-phenylethyl)urea (800 mg, 1.371 mmol, see Example 109) and thionyl chloride (0.110 ml, 1.508 mmol) in DCM (15 ml) was allowed to stir at 50° C. for 18 h. Removed the solvent by reduced pressure and the residue was purified on silical gel 0-100% EtOAc/Hexane and yielded (R)-1-(4-(chloromethyl)-3-methoxy-1-trityl-1H-pyrazolo[4,3-c]pyridin-6-yl)-3-(1-phenylethyl)urea (402 mg, 0.668 mmol, 49% yield). MS: [...